Task: describe an organic reaction: reactants, conditions, products, and yield. Dataset: the Open Reaction Database (ORD), a public repository of structured organic reaction records Reactants: C(C)OC(=O)N1CCC(CC1)C1=CNC2=NC=CC=C21 (4-(1H-pyrrolo[2,3-b]pyridin-3-yl)-piperidine-1-carboxylic acid ethyl ester), BrCCOCC (2-bromoethylethyl ether). Product: C(C)OC(=O)N1CCC(CC1)C1=CN(C2=NC=CC=C21)CCOCC (4-[1-(2-ethoxyethyl)-1H-pyrrolo[2,3-b]pyridin-3-yl]-piperidine-1-carboxylic acid ethyl ester). The yield is 101.3%. Reaction SMILES: [CH2:1]([O:3][C:4]([N:6]1[CH2:11][CH2:10][CH:9]([C:12]2[C:20]3[C:15](=[N:16][CH:17]=[CH:18][CH:19]=3)[NH:14][CH:13]=2)[CH2:8][CH2:7]1)=[O:5])[CH3:2].Br[CH2:22][CH2:23][O:24][CH2:25][CH3:26]>>[CH2:1]([O:3][C:4]([N:6]1[CH2:11][CH2:10][CH:9]([C:12]2[C:20]3[C:15](=[N:16][CH:17]=[CH:18][CH:19]=3)[N:14]([CH2:22][CH2:23][O:24][CH2:25][CH3:26])[CH:13]=2)[CH2:8][CH2:7]1)=[O:5])[CH3:2]. Procedure: This compound was prepared following the procedure described in example 24, part C, starting with 2.8 g (10 mmol) of 4-(1H-pyrrolo[2,3-b]pyridin-3-yl)-piperidine-1-carboxylic acid ethyl ester and 1.7 ml (15 mmol) of 2-bromoethylethyl ether. After standard work-up and purification, 3.5 g of 4-[1-(2-ethoxyethyl)-1H-pyrrolo[2,3-b]pyridin-3-yl]-piperidine-1-carboxylic acid ethyl ester were obtained.